Dataset: the Open Reaction Database (ORD), a public repository of structured organic reaction records. Task: describe an organic reaction: reactants, conditions, products, and yield The reactants are CCOc1cc(C(C)(C)C)ccc1C1=NC(c2ccc(Br)cc2)C(c2ccc(Br)cc2)N1C(=O)Cl, O=C1CNCCN1. Product: CCOc1cc(C(C)(C)C)ccc1C1=NC(c2ccc(Br)cc2)C(c2ccc(Br)cc2)N1C(=O)N1CCNC(=O)C1. As a reaction SMILES: [Br:1][c:2]1[cH:3][cH:4][c:5]([CH:8]2[N:9]=[C:10]([c:23]3[c:24]([O:33][CH2:34][CH3:35])[cH:25][c:26]([C:29]([CH3:30])([CH3:31])[CH3:32])[cH:27][cH:28]3)[N:11]([C:20](=[O:21])[Cl:22])[CH:12]2[c:13]2[cH:14][cH:15][c:16]([Br:19])[cH:17][cH:18]2)[cH:6][cH:7]1.[NH:36]1[C:37](=[O:42])[CH2:38][NH:39][CH2:40][CH2:41]1>>[Br:1][c:2]1[cH:3][cH:4][c:5]([CH:8]2[N:9]=[C:10]([c:23]3[c:24]([O:33][CH2:34][CH3:35])[cH:25][c:26]([C:29]([CH3:30])([CH3:31])[CH3:32])[cH:27][cH:28]3)[N:11]([C:20](=[O:21])[N:39]3[CH2:38][C:37](=[O:42])[NH:36][CH2:41][CH2:40]3)[CH:12]2[c:13]2[cH:14][cH:15][c:16]([Br:19])[cH:17][cH:18]2)[cH:6][cH:7]1. Reactants: O=C([O-])O, CCCC[N+](CCCC)(CCCC)CCCC, CN(C)C=O, C=Cc1ccccn1, [Cl-], O=[N+]([O-])c1cccc(I)c1, [Na+], CC(=O)[O-], CC(=O)[O-], [Pd+2]. Product: O=[N+]([O-])c1cccc(C=Cc2ccccn2)c1. RXN SMILES: [C:19](=[O:20])([OH:21])[O-:22].[CH3:25][CH2:26][CH2:27][CH2:28][N+:29]([CH2:30][CH2:31][CH2:32][CH3:33])([CH2:34][CH2:35][CH2:36][CH3:37])[CH2:38][CH2:39][CH2:40][CH3:41].[CH3:42][N:43]([CH3:44])[CH:45]=[O:46].[CH:11](=[CH2:12])[c:13]1[n:14][cH:15][cH:16][cH:17][cH:18]1.[Cl-:24].[I:1][c:2]1[cH:3][c:4]([N+:8](=[O:9])[O-:10])[cH:5][cH:6][cH:7]1.[Na+:23].[O-:48][C:49]([CH3:50])=[O:51].[O-:52][C:53]([CH3:54])=[O:55].[Pd+2:47]>>[c:2]1([CH:12]=[CH:11][c:13]2[n:14][cH:15][cH:16][cH:17][cH:18]2)[cH:3][c:4]([N+:8](=[O:9])[O-:10])[cH:5][cH:6][cH:7]1. The reactants are C([O-])(O)=O.[Na+] (sodium bicarbonate), Cl.OC1[C@H](N)[C@@H](O)[C@H](O)[C@H](O1)CO (D-Glucosamine hydrochloride). The solvent is C(Cl)Cl (methylenechloride). Product: OC1[C@H](N)[C@@H](O)[C@H](O)[C@H](O1)CO (Glucosamine). Reaction SMILES: C(=O)(O)[O-].[Na+].Cl.[OH:7][CH:8]1[O:16][C@H:15]([CH2:17][OH:18])[C@@H:13]([OH:14])[C@H:11]([OH:12])[C@H:9]1[NH2:10]>C(Cl)Cl>[OH:7][CH:8]1[O:16][C@H:15]([CH2:17][OH:18])[C@@H:13]([OH:14])[C@H:11]([OH:12])[C@H:9]1[NH2:10] |f:0.1,2.3|. Procedure: The reaction mixture was poured over saturated sodium bicarbonate and saturated sodium thiosulfate aqueous solution (1:1,150 ml) contained in an Erlenmeyer flask and thoroughly stirred. Additional methylenechloride (100 ml) was added and the contents were thoroughly mixed for 10 min, the aqueous solution separated, and the organic layer washed sequentially with 10% aqueous sodium thiosulfate solution, 1% aqueous bleach solution, and aqueous saturated sodium bicarbonate solution. The solution was... Starting materials: B, C1CCOC1, O=C(O)c1ccncc1S. Product: OCc1ccncc1S. As a reaction SMILES: [BH3:11].[CH2:12]1[O:13][CH2:14][CH2:15][CH2:16]1.[SH:1][c:2]1[c:3]([C:4](=[O:5])[OH:6])[cH:7][cH:8][n:9][cH:10]1>>[SH:1][c:2]1[c:3]([CH2:4][OH:5])[cH:7][cH:8][n:9][cH:10]1. Reactants: O=C([O-])[O-], CN(C)C=O, ClCc1ccc2ccccc2n1, Cl, [K+], [K+], O, COC(=O)CCC(=NOCc1ccc(O)cc1)c1ccccc1. The product is COC(=O)CCC(=NOCc1ccc(OCc2ccc3ccccc3n2)cc1)c1ccccc1. As a reaction SMILES: [C:37](=[O:38])([O-:39])[O-:40].[CH3:43][N:44]([CH3:45])[CH:46]=[O:47].[Cl:2][CH2:3][c:4]1[n:5][c:6]2[cH:7][cH:8][cH:9][cH:10][c:11]2[cH:12][cH:13]1.[ClH:1].[K+:41].[K+:42].[OH2:48].[OH:14][c:15]1[cH:16][cH:17][c:18]([CH2:19][O:20][N:21]=[C:22]([CH2:23][CH2:24][C:25](=[O:26])[O:27][CH3:28])[c:29]2[cH:30][cH:31][cH:32][cH:33][cH:34]2)[cH:35][cH:36]1>>[CH2:3]([c:4]1[n:5][c:6]2[cH:7][cH:8][cH:9][cH:10][c:11]2[cH:12][cH:13]1)[O:14][c:15]1[cH:16][cH:17][c:18]([CH2:19][O:20][N:21]=[C:22]([CH2:23][CH2:24][C:25](=[O:26])[O:27][CH3:28])[c:29]2[cH:30][cH:31][cH:32][cH:33][cH:34]2)[cH:35][cH:36]1. Reactants: [Li+].[Cl-] (LiCl), CN1N=CC2=CC(=CC=C12)C1=NC(=CC=C1)[Sn](CCCC)(CCCC)CCCC (1-methyl-5-(6-(tributylstannyl)pyridin-2-yl)-1H-indazole), BrC=1SC2=C(N1)C=C(C(=C2OS(=O)(=O)C(F)(F)F)[C@@H](C(=O)OCC)OC(C)(C)C)C ((S)-ethyl 2-(2-bromo-5-methyl-7-(trifluoromethylsulfonyloxy)benzo[d]thiazol-6-yl)-2-tert-butoxyacetate). The reagents and catalysts are [Cu]I (CuI), C=1C=CC(=CC1)[P](C=2C=CC=CC2)(C=3C=CC=CC3)[Pd]([P](C=4C=CC=CC4)(C=5C=CC=CC5)C=6C=CC=CC6)([P](C=7C=CC=CC7)(C=8C=CC=CC8)C=9C=CC=CC9)[P](C=1C=CC=CC1)(C=1C=CC=CC1)C=1C=CC=CC1 (Pd(PPh3)4). The solvent is O1CCOCC1 (1.4-dioxane), O1CCOCC1 (dioxane), CCOC(=O)C (EtOAc). Run at temperature 100 celsius. Product: C(C)(C)(C)O[C@H](C(=O)OCC)C1=C(C2=C(N=C(S2)C2=NC(=CC=C2)C=2C=C3C=NN(C3=CC2)C)C=C1C)OS(=O)(=O)C(F)(F)F ((S)-ethyl 2-tert-butoxy-2-(5-methyl-2-(6-(1-methyl-1H-indazol-5-yl)pyridin-2-yl)-7-(trifluoromethylsulfonyloxy)benzo[d]thiazol-6-yl)acetate). RXN SMILES: Br[C:2]1[S:3][C:4]2[C:10]([O:11][S:12]([C:15]([F:18])([F:17])[F:16])(=[O:14])=[O:13])=[C:9]([C@H:19]([O:25][C:26]([CH3:29])([CH3:28])[CH3:27])[C:20]([O:22][CH2:23][CH3:24])=[O:21])[C:8]([CH3:30])=[CH:7][C:5]=2[N:6]=1.[Li+].[Cl-].[CH3:33][N:34]1[C:42]2[C:37](=[CH:38][C:39]([C:43]3[CH:48]=[CH:47][CH:46]=[C:45]([Sn](CCCC)(CCCC)CCCC)[N:44]=3)=[CH:40][CH:41]=2)[CH:36]=[N:35]1>O1CCOCC1.CCOC(C)=O.[Cu]I.C1C=CC([P]([Pd]([P](C2C=CC=CC=2)(C2C=CC=CC=2)C2C=CC=CC=2)([P](C2C=CC=CC=2)(C2C=CC=CC=2)C2C=CC=CC=2)[P](C2C=CC=CC=2)(C2C=CC=CC=2)C2C=CC=CC=2)(C2C=CC=CC=2)C2C=CC=CC=2)=CC=1>[C:26]([O:25][C@@H:19]([C:9]1[C:8]([CH3:30])=[CH:7][C:5]2[N:6]=[C:2]([C:45]3[CH:46]=[CH:47][CH:48]=[C:43]([C:39]4[CH:38]=[C:37]5[C:42](=[CH:41][CH:40]=4)[N:34]([CH3:33])[N:35]=[CH:36]5)[N:44]=3)[S:3][C:4]=2[C:10]=1[O:11][S:12]([C:15]([F:18])([F:17])[F:16])(=[O:14])=[O:13])[C:20]([O:22][CH2:23][CH3:24])=[O:21])([CH3:29])([CH3:28])[CH3:27] |f:1.2,^1:79,81,100,119|. Procedure: In a 10 mL reaction vial, (S)-ethyl 2-(2-bromo-5-methyl-7-(trifluoromethylsulfonyloxy)benzo[d]thiazol-6-yl)-2-tert-butoxyacetate (50 mg, 0.0938 mmol) was dissolved in dry dioxane (1.5 mL) under argon atmosphere. The solution was bubbled with argon for 5 min. Then LiCl (11 mg, 0.256 mmol), CuI (5 mg, 0.026 mmol) and Pd(PPh3)4 (10 mg, 0.0085 mmol) were added sequentially. A solution of 1-methyl-5-(6-(tributylstannyl)pyridin-2-yl)-1H-indazole (43 mg, 0.0853 mmol) in 1.4-dioxane (1.5 mL) was then ad... The reactants are ClC1=C(C(=CC=C1)F)C=1SC=2C(=NC=C(C2N1)C#N)NC1=NC=NC(=C1)C (2-(2-chloro-6-fluoro-phenyl)-4-[(6-methylpyrimidin-4-yl)amino]thiazolo[5,4-c]pyridine-7-carbonitrile), Al Ni, C(=O)O (formic acid). Run in O (water). Run at temperature 100 celsius. Product: ClC1=C(C(=CC=C1)F)C=1SC=2C(=NC=C(C2N1)C=O)NC1=NC=NC(=C1)C (2-(2-chloro-6-fluorophenyl)-4-(6-methylpyrimidin-4-ylamino)thiazolo[5,4-c]pyridine-7-carb aldehyde). As a reaction SMILES: [Cl:1][C:2]1[CH:7]=[CH:6][CH:5]=[C:4]([F:8])[C:3]=1[C:9]1[S:10][C:11]2[C:12]([NH:20][C:21]3[CH:26]=[C:25]([CH3:27])[N:24]=[CH:23][N:22]=3)=[N:13][CH:14]=[C:15]([C:18]#N)[C:16]=2[N:17]=1.C(O)=[O:29]>O>[Cl:1][C:2]1[CH:7]=[CH:6][CH:5]=[C:4]([F:8])[C:3]=1[C:9]1[S:10][C:11]2[C:12]([NH:20][C:21]3[CH:26]=[C:25]([CH3:27])[N:24]=[CH:23][N:22]=3)=[N:13][CH:14]=[C:15]([CH:18]=[O:29])[C:16]=2[N:17]=1. Procedure: To a solution of 2-(2-chloro-6-fluoro-phenyl)-4-[(6-methylpyrimidin-4-yl)amino]thiazolo[5,4-c]pyridine-7-carbonitrile (0.0500 mmol, 61.8 mg) in formic acid (2.25 mL) and water (0.75 mL) was added Al—Ni Alloy (130 mg). The mixture was heated at 100° C. for 4 hours. The mixture was then cooled to room temperature and filtered through celite, washed with 95% EtOH, concentrated via rotavap to give a yellow solid which was used in the next step without purification. LCMS (ESI) m/z 400.1 [M+H+]. Starting materials: FC(C(F)(F)F)(C1=NN(C=C1)CO)F (3-(pentafluoroethyl)-1H-pyrazole-1-ylmethanol), S(=O)(Cl)Cl (thionyl chloride). The solvent is ClCCl (dichloromethane). Conditions: time 8 hour. Yields the product ClCN1N=C(C=C1)C(C(F)(F)F)(F)F (1-(chloromethyl)-3-(pentafluoroethyl)-1H-pyrazole). As a reaction SMILES: [F:1][C:2]([F:14])([C:7]1[CH:11]=[CH:10][N:9]([CH2:12]O)[N:8]=1)[C:3]([F:6])([F:5])[F:4].S(Cl)([Cl:17])=O>ClCCl>[Cl:17][CH2:12][N:9]1[CH:10]=[CH:11][C:7]([C:2]([F:14])([F:1])[C:3]([F:6])([F:5])[F:4])=[N:8]1. Procedure details: 1.98 g of 3-(pentafluoroethyl)-1H-pyrazole-1-ylmethanol was dissolved to 20 ml of dichloromethane. 1.5 ml of thionyl chloride was added to the solution, followed by stirring at room temperature for overnight. The reaction mixture was concentrated under reduced pressure to obtain 2.01 g of 1-(chloromethyl)-3-(pentafluoroethyl)-1H-pyrazole. Starting materials: BrCC(C(C)(C)C)=O (1-bromo-3,3-dimethylbutan-2-one), C1(=CC=C(C=C1)S(=O)[O-])C.[Na+] (sodium p-toluenesulfinate), resultant mixture, ice. The solvent is CS(=O)C (dimethylsulfoxide). Run at time 18 hour. Product: C1(=CC=C(C=C1)S(=O)(=O)CC(C(C)(C)C)=O)C (1-(p-toluenesulfonyl)-3,3-dimethylbutan-2-one). Isolated yield 86.1%. As a reaction SMILES: Br[CH2:2][C:3](=[O:8])[C:4]([CH3:7])([CH3:6])[CH3:5].[C:9]1([CH3:18])[CH:14]=[CH:13][C:12]([S:15]([O-:17])=[O:16])=[CH:11][CH:10]=1.[Na+]>CS(C)=O>[C:9]1([CH3:18])[CH:14]=[CH:13][C:12]([S:15]([CH2:2][C:3](=[O:8])[C:4]([CH3:7])([CH3:6])[CH3:5])(=[O:17])=[O:16])=[CH:11][CH:10]=1 |f:1.2|. Reported procedure: To a solution of 1-bromo-3,3-dimethylbutan-2-one (33.3 g, 0.19 mole) in dimethylsulfoxide (330 ml), sodium p-toluenesulfinate (34.9 g, 0.20 mole) was added in a small portion at 30°-40° C., and stirring was continued at 60°-70° C. for 18 hours. The resultant mixture was poured into ice-cold H2O (2 l), the precipitate was filtered by suction, washed with H2O and dried to give 41.6 g of 1-(p-toluenesulfonyl)-3,3-dimethylbutan-2-one as white crystals.